Dataset: the Open Reaction Database (ORD), a public repository of structured organic reaction records. Task: describe an organic reaction: reactants, conditions, products, and yield Starting materials: c1ccc(CN2CCc3c(ncnc3Nc3ccccc3)C2)cc1, CO, [OH-], [OH-], [Pd+2]. Yields the product c1ccc(Nc2ncnc3c2CCNC3)cc1. Reaction SMILES: [CH2:1]([c:2]1[cH:3][cH:4][cH:5][cH:6][cH:7]1)[N:8]1[CH2:9][c:10]2[n:11][cH:12][n:13][c:14]([NH:18][c:19]3[cH:20][cH:21][cH:22][cH:23][cH:24]3)[c:15]2[CH2:16][CH2:17]1.[CH3:25][OH:26].[OH-:27].[OH-:29].[Pd+2:28]>>[NH:8]1[CH2:9][c:10]2[n:11][cH:12][n:13][c:14]([NH:18][c:19]3[cH:20][cH:21][cH:22][cH:23][cH:24]3)[c:15]2[CH2:16][CH2:17]1. Starting materials: C(C=C)(=O)OCC(COC(C=C)=O)(COC(C=C)=O)COC(C=C)=O (pentaerythritol tetraacrylate), alkylidenediamine. Run in CO (methanol). Conditions: temperature 10 celsius. Yields the product OCC(CO)(CO)CO (pentaerythritol), ADA. As a reaction SMILES: C([O:5][CH2:6][C:7]([CH2:20][O:21]C(=O)C=C)([CH2:14][O:15]C(=O)C=C)[CH2:8][O:9]C(=O)C=C)(=O)C=C>CO>[OH:5][CH2:6][C:7]([CH2:20][OH:21])([CH2:14][OH:15])[CH2:8][OH:9]. Procedure details: The alkylidenediamine (ADA for abbreviation) is added into a round-bottom flask equipped with a stirring, a reflux condenser and a thermometer, and cooled to 10° C. below under nitrogen. The methanol solution of pentaerythritol tetraacrylate (PETA for abbreviation) is then added to the flask, and the mixture is allowed to react at 25˜35° C. for 20˜48 hours, preferably, at 25˜30° C. for 24˜30 hours. The result solution is subjected to vacuum distillation to remove excess alkylidenediamine (ADA) a... The reactants are C(C)OC(C1=CC=C(C=C1)N1C(N(C2(C1)CCCCCC2)C2CC2)=O)=O (4-(1-Cyclopropyl-2-oxo-1,3-diaza-spiro[4.6]undec-3-yl)-benzoic acid ethyl ester), [Li+].[OH-] (LiOH). Run in CCOC(=O)C (EtOAc), C1CCOC1.CO (THF Methanol). Conditions: time 3 hour. The product is C1(CC1)N1C(N(CC12CCCCCC2)C2=CC=C(C(=O)O)C=C2)=O (4-(1-cyclopropyl-2-oxo-1,3-diaza-spiro[4.6]undec-3-yl)-benzoic acid). Isolated yield 9.5%. RXN SMILES: C([O:3][C:4](=[O:26])[C:5]1[CH:10]=[CH:9][C:8]([N:11]2[CH2:15][C:14]3([CH2:21][CH2:20][CH2:19][CH2:18][CH2:17][CH2:16]3)[N:13]([CH:22]3[CH2:24][CH2:23]3)[C:12]2=[O:25])=[CH:7][CH:6]=1)C.[Li+].[OH-]>C1COCC1.CO.CCOC(C)=O>[CH:22]1([N:13]2[C:14]3([CH2:16][CH2:17][CH2:18][CH2:19][CH2:20][CH2:21]3)[CH2:15][N:11]([C:8]3[CH:9]=[CH:10][C:5]([C:4]([OH:26])=[O:3])=[CH:6][CH:7]=3)[C:12]2=[O:25])[CH2:24][CH2:23]1 |f:1.2,3.4|. Procedure: A solution of 76 mg (2.1 mmol) 4-(1-Cyclopropyl-2-oxo-1,3-diaza-spiro[4.6]undec-3-yl)-benzoic acid ethyl ester in 2 ml THF/Methanol 1.1 was treated with 0.5 ml of 1N LiOH. After stirring for 3 h the reaction mixture was acidified with 1N HCL, taken up in EtOAc and washed with water to give 65.5 mg of pure 4-(1-cyclopropyl-2-oxo-1,3-diaza-spiro[4.6]undec-3-yl)-benzoic acid MS (API): 327.5 (M−H). A solution of 47 mg (1.3 mmol) 4-(1-cyclopropyl-2-oxo-1,3-diaza-spiro[4.6]undec-3-yl)-benzoic acid and... Reported procedure: To a solution of methyl 3-(7-{5-[3-chloro-4,5-bis(ethyloxy)phenyl]-1,2,4-oxadiazol-3-yl}-1H-indol-3-yl)propanoate (D70) (20 mg) in tetrahydrofuran (5 mL) and methanol (5 mL) stirred at 20° C. was added a solution of sodium hydroxide (9 mg) in water (5 mL) in one charge. The reaction mixture was stirred at 20° C. for 4 h. The organic solvent was evaporated off and the mixture was acidified with HCl (1 M) solution to pH around 1. Extracted with EtOAc (60 mL), the organic layer was separated and th... Conditions: temperature 20 celsius, time 4 hour. The solvent is O (water), O1CCCC1 (tetrahydrofuran), CO (methanol). Reactants: [OH-].[Na+] (sodium hydroxide), ClC=1C=C(C=C(C1OCC)OCC)C1=NC(=NO1)C=1C=CC=C2C(=CNC12)CCC(=O)OC (methyl 3-(7-{5-[3-chloro-4,5-bis(ethyloxy)phenyl]-1,2,4-oxadiazol-3-yl}-1H-indol-3-yl)propanoate). The yield is 20.6%. The product is ClC=1C=C(C=C(C1OCC)OCC)C1=NC(=NO1)C=1C=CC=C2C(=CNC12)CCC(=O)O (3-(7-{5-[3-chloro-4,5-bis(ethyloxy)phenyl]-1,2,4-oxadiazol-3-yl}-1H-indol-3-yl)propanoic acid). RXN SMILES: [Cl:1][C:2]1[CH:3]=[C:4]([C:14]2[O:18][N:17]=[C:16]([C:19]3[CH:20]=[CH:21][CH:22]=[C:23]4[C:27]=3[NH:26][CH:25]=[C:24]4[CH2:28][CH2:29][C:30]([O:32]C)=[O:31])[N:15]=2)[CH:5]=[C:6]([O:11][CH2:12][CH3:13])[C:7]=1[O:8][CH2:9][CH3:10].[OH-].[Na+]>O1CCCC1.CO.O>[Cl:1][C:2]1[CH:3]=[C:4]([C:14]2[O:18][N:17]=[C:16]([C:19]3[CH:20]=[CH:21][CH:22]=[C:23]4[C:27]=3[NH:26][CH:25]=[C:24]4[CH2:28][CH2:29][C:30]([OH:32])=[O:31])[N:15]=2)[CH:5]=[C:6]([O:11][CH2:12][CH3:13])[C:7]=1[O:8][CH2:9][CH3:10] |f:1.2|.